From a dataset of the Open Reaction Database (ORD), a public repository of structured organic reaction records. describe an organic reaction: reactants, conditions, products, and yield RXN SMILES: [SiH:1]([CH2:6][CH3:7])([CH2:4][CH3:5])[CH2:2][CH3:3].[SiH](Cl)(Cl)Cl.[CH2:12]([Cl:16])[C:13](=[CH2:15])[CH3:14]>>[Si:1]([CH2:14][CH:13]([CH2:12][Cl:16])[CH3:15])([CH2:6][CH3:7])([CH2:4][CH3:5])[CH2:2][CH3:3]. Procedure details: In a 100 ml apparatus, there were combined 11.6 g (0.1 mol) of Et3SiH, 13.6 g (0.1 mol) of Cl3SiH, and 9.1 g of methallyl chloride, followed by addition of 0.05 ml Pt catalyst solution at 21° C. There was a rapid and exothermic reaction to 61° C. in 2 min. Reaction appeared to have stopped and was heated to reflux over 4 hrs. when VPC showed complete reaction. Vacuum distillation yielded 17.03 g (82.5%) of Et3SiCH2CHMeCH2Cl, indicating that Cl3SiH is an effective promoter for the reaction of Et3... Reactants: [SiH](CC)(CC)CC (Et3SiH), [SiH](Cl)(Cl)Cl (Cl3SiH), C(C(C)=C)Cl (methallyl chloride). Product: [Si](CC)(CC)(CC)CC(C)CCl (Et3SiCH2CHMeCH2Cl). The reagents and catalysts are Pt. The yield is 82.3%. Reactants: [B-](F)(F)(F)F.CC[O+](CC)CC (triethyloxonium fluoborate), [B-](F)(F)(F)F (fluoborate), solution, Cl (hydrogen chloride), CNC(C(C)(C)OC(C)=O)=O (N-methyl-2-acetoxyisobutyramide), crude product, [B-](F)(F)(F)F (fluoborate), BrC1=C(C=C(N)C=C1)C(F)(F)F (4-bromo-3-trifluoromethylaniline). Solvent: C(Cl)Cl (methylene chloride), C(Cl)Cl (methylene chloride), C(C)O (ethanol). Conditions: time 5 minute. Product: CNC(C(C)(C)OC(C)=O)=NC1=CC(=C(C=C1)Br)C(F)(F)F (N1 -Methyl-N2 -(4-bromo-3-trifluoromethylphenyl)-2-acetoxy isobutyramidine). RXN SMILES: [B-](F)(F)(F)F.CC[O+](CC)CC.[CH3:13][NH:14][C:15](=O)[C:16]([O:19][C:20](=[O:22])[CH3:21])([CH3:18])[CH3:17].[B-](F)(F)(F)F.[Br:29][C:30]1[CH:36]=[CH:35][C:33]([NH2:34])=[CH:32][C:31]=1[C:37]([F:40])([F:39])[F:38].Cl>C(O)C.C(Cl)Cl>[CH3:13][NH:14][C:15](=[N:34][C:33]1[CH:35]=[CH:36][C:30]([Br:29])=[C:31]([C:37]([F:40])([F:38])[F:39])[CH:32]=1)[C:16]([O:19][C:20](=[O:22])[CH3:21])([CH3:18])[CH3:17] |f:0.1|. Procedure: Over a five minute period, add a solution of 17.5 g. (0.10 moles) of triethyloxonium fluoborate in 50 ml. of methylene chloride to a mixture of 15.9 g. (0.10 moles) of N-methyl-2-acetoxyisobutyramide in 200 ml. of dry methylene chloride at 0°-5°C. Allow to warm to room temperature and stir for sixteen hours. Remove the solvent in vacuo and obtain the crude product of this reaction as its fluoborate salt. Dissolve the crude fluoborate salt in 150 ml. of anhydrous ethanol, add 24.0 g. (0.10 moles)...